This data is from the Open Reaction Database (ORD), a public repository of structured organic reaction records. The task is: describe an organic reaction: reactants, conditions, products, and yield Starting materials: [OH-].[Na+] (sodium hydroxide), ClC1=NC=C(C=C1)CCl (2-chloro-5-(chloromethyl)pyridine), C(C1=CC=CC=C1)NC1=CC(OC1)=O (4-(benzylamino)furan-2(5H)-one), solution. Solvent: C(OC)COC (dimethoxyethane), C(OC)COC (dimethoxyethane). Conditions: temperature 50 celsius, time 6 hour. Yields the product C(C1=CC=CC=C1)N(C1=CC(OC1)=O)CC=1C=NC(=CC1)Cl (4-{benzyl[(6-chloropyridin-3-yl)methyl]amino}furan-2(5H)-one). Isolated yield 85.0%. Reaction SMILES: [CH2:1]([NH:8][C:9]1[CH2:13][O:12][C:11](=[O:14])[CH:10]=1)[C:2]1[CH:7]=[CH:6][CH:5]=[CH:4][CH:3]=1.[OH-].[Na+].[Cl:17][C:18]1[CH:23]=[CH:22][C:21]([CH2:24]Cl)=[CH:20][N:19]=1>C(COC)OC>[CH2:1]([N:8]([CH2:24][C:21]1[CH:20]=[N:19][C:18]([Cl:17])=[CH:23][CH:22]=1)[C:9]1[CH2:13][O:12][C:11](=[O:14])[CH:10]=1)[C:2]1[CH:3]=[CH:4][CH:5]=[CH:6][CH:7]=1 |f:1.2|. Procedure details: 6.3 g of 4-(benzylamino)furan-2(5H)-one (Example 16) are initially charged in 75 ml of dimethoxyethane at room temperature. Subsequently, 1.1 g of sodium hydroxide are added and, at 40° C. 25.5 g of a 20% solution of 2-chloro-5-(chloromethyl)pyridine in dimethoxyethane are metered in. The mixture is stirred at 50° C. for a further 6 h. The solvent is substantially removed under reduced pressure and the residue is admixed with 50 ml of water and 50 ml of methylene chloride. The organic phase is r... The reactants are BrCCC(=O)OCC (Ethyl 3-bromopropionate), ice, [H-].[Na+] (Sodium hydride), COC=1C=C(CN2C(NC3=C2C(=CC=C3)CC(=O)OCC)=O)C=C(C1OC)OC (Ethyl 2-(3-(3,4,5-Trimethoxybenzyl)-2-oxo-benzimidazolyl)acetate), ice. Run in CC(=O)N(C)C (dimethyl-acetamide), CC(=O)N(C)C (dimethylacetamide), CC(=O)N(C)C (dimethylacetamide). Reaction conditions: time 1 hour. The product is COC=1C=C(CN2C(NC3=C2C(=CC=C3)CCC(=O)OCC)=O)C=C(C1OC)OC (Ethyl [3-(3-(3,4,5-Trimethoxybenzyl)-2-oxo-benzimidazolyl)]propionate). RXN SMILES: [H-].[Na+].[CH3:3][O:4][C:5]1[CH:6]=[C:7]([CH:25]=[C:26]([O:30][CH3:31])[C:27]=1[O:28][CH3:29])[CH2:8][N:9]1[C:13]2[C:14]([CH2:18]C(OCC)=O)=[CH:15][CH:16]=[CH:17][C:12]=2[NH:11][C:10]1=[O:24].BrC[CH2:34][C:35]([O:37][CH2:38][CH3:39])=[O:36]>CC(N(C)C)=O>[CH3:31][O:30][C:26]1[CH:25]=[C:7]([CH:6]=[C:5]([O:4][CH3:3])[C:27]=1[O:28][CH3:29])[CH2:8][N:9]1[C:13]2[C:14]([CH2:18][CH2:34][C:35]([O:37][CH2:38][CH3:39])=[O:36])=[CH:15][CH:16]=[CH:17][C:12]=2[NH:11][C:10]1=[O:24] |f:0.1|. Procedure details: Sodium hydride (14.1 mmol, 0.56 g, 60% mineral oil) is dissolved in dimethylacetamide (10 ml). 1-(3,4,5-trimethoxybenzyl)-3-hydrobenzimidazol-2-one (9.1 mmol, 2.86 g) (example 10) in dimethylacetamide (10 ml) is added dropwise to the ice cooled solution which is stirred for 1 hour. Ethyl 3-bromopropionate (14.1 mmol, 1.79 ml, 2.53 g) in dimethyl-acetamide (5 ml) is added, and the mixture is stirred 24 hours at room temperature. The solution is added dropwise into ice (300 g), and the precipitate... The reactants are CC(C)(C)[S@@](=O)/N=C/C1=CC=C(C=C1)OC(F)(F)F ((R,E)-2-methyl-N-(4-(trifluoromethoxy)benzylidene)propane-2-sulfinamide), water ice, C[Mg]Br (methyl magnesium bromide), CCOC(=O)C.CCCCCCC (EtOAc Heptane). The solvent is C(Cl)Cl (CH2Cl2), CCOCC (Et2O). Reaction conditions: temperature 0 celsius, time 30 minute. Yields the product CC(C)(C)[S@@](=O)N[C@@H](C)C1=CC=C(C=C1)OC(F)(F)F ((R)-2-methyl-N—((S)-1-(4-(trifluoromethoxy)phenyl)ethyl)propane-2-sulfinamide). Yield: 61.6%. As a reaction SMILES: [CH3:1][C:2]([S@:5](/[N:7]=[CH:8]/[C:9]1[CH:14]=[CH:13][C:12]([O:15][C:16]([F:19])([F:18])[F:17])=[CH:11][CH:10]=1)=[O:6])([CH3:4])[CH3:3].[CH3:20][Mg]Br.CCOC(C)=O.CCCCCCC>C(Cl)Cl.CCOCC>[CH3:4][C:2]([S@:5]([NH:7][C@H:8]([C:9]1[CH:14]=[CH:13][C:12]([O:15][C:16]([F:17])([F:18])[F:19])=[CH:11][CH:10]=1)[CH3:20])=[O:6])([CH3:1])[CH3:3] |f:2.3|. Procedure: To a solution of (R,E)-2-methyl-N-(4-(trifluoromethoxy)benzylidene)propane-2-sulfinamide (7.7 g, 26.3 mmol) in CH2Cl2 (150 mL), cooled to 0° C. (water/ice bath), under nitrogen, was added 3M methyl magnesium bromide (35 mL, 105 mmol) in Et2O. The reaction mixture was stirred at 0° C. for 30 min, then allowed to warm up to room temperature and stirred additional 4 hrs. The reaction mixture was cooled again to 0° C. and quenched with the slow addition of a saturated NH4Cl solution. The by-phasic m... Starting materials: ion-exchange, COC(C(N(C)S(=O)(=O)N)CCC(C)(Cl)C)=O (N-(aminosulfonyl)-2-(3-methyl-3-chlorobutyl) sarcosine methyl ester), C[O-].[Na+] (sodium methoxide). Run in CO (methanol), ice. Reaction conditions: time 1.5 hour. Yields the product CC(CCC1C(NS(N1C)(=O)=O)=O)(C)Cl (4-(3-methyl-3-chlorobutyl)-5-methyl-1,2,5-thiadiazolidin-3-one 1,1 -dioxide). Isolated yield 97.4%. Reaction SMILES: C[O:2][C:3](=O)[CH:4]([CH2:11][CH2:12][C:13]([CH3:16])([Cl:15])[CH3:14])[N:5]([S:7]([NH2:10])(=[O:9])=[O:8])[CH3:6].C[O-].[Na+]>CO>[CH3:14][C:13]([Cl:15])([CH3:16])[CH2:12][CH2:11][CH:4]1[N:5]([CH3:6])[S:7](=[O:9])(=[O:8])[NH:10][C:3]1=[O:2] |f:1.2|. Procedure: A solution of N-(aminosulfonyl)-2-(3-methyl-3-chlorobutyl) sarcosine methyl ester (14.5 g, 50.56 mmol) in methanol (150 ml) was added to a solution of sodium methoxide (Na=2.4 g) in 150 ml of ice-cold methanol. The resulting reaction mixture was stirred at room temperature under nitrogen for 1.5 hours, and the mixture was treated with 25 g of ion-exchange resin (BIO-RAD® 50W- x8 H+) for 40 minutes and filtered. The filtrate was concentrated in vacuo to afford 12.54 g (97.4%) of 4-(3-methyl-3-chl...